Dataset: the Open Reaction Database (ORD), a public repository of structured organic reaction records. Task: describe an organic reaction: reactants, conditions, products, and yield The reactants are CCOC(=O)c1c(C(F)(F)F)nc(C(F)F)c(C(=O)OC)c1C(Br)CBr, C1CCOC1, CO, Cl, [H-], [Na+]. Product: C=C(Br)c1c(C(=O)OC)c(C(F)F)nc(C(F)(F)F)c1C(=O)OCC. RXN SMILES: [Br:5][CH:6]([CH2:7][Br:8])[c:9]1[c:10]([C:26](=[O:27])[O:28][CH2:29][CH3:30])[c:11]([C:22]([F:23])([F:24])[F:25])[n:12][c:13]([CH:19]([F:20])[F:21])[c:14]1[C:15](=[O:16])[O:17][CH3:18].[CH2:32]1[O:33][CH2:34][CH2:35][CH2:36]1.[CH3:3][OH:4].[ClH:31].[H-:1].[Na+:2]>>[Br:5][C:6](=[CH2:7])[c:9]1[c:10]([C:26](=[O:27])[O:28][CH2:29][CH3:30])[c:11]([C:22]([F:23])([F:24])[F:25])[n:12][c:13]([CH:19]([F:20])[F:21])[c:14]1[C:15](=[O:16])[O:17][CH3:18].